Dataset: the Open Reaction Database (ORD), a public repository of structured organic reaction records. Task: describe an organic reaction: reactants, conditions, products, and yield Reactants: Nc1nc(Cl)cc(C(F)(F)F)n1, Cl, Cc1c[nH]c2nccc(Nc3ccc(N)cc3F)c12, [Na+], [OH-], O. The product is Cc1c[nH]c2nccc(Nc3ccc(Nc4cc(C(F)(F)F)nc(N)n4)cc3F)c12. RXN SMILES: [Cl:20][c:21]1[n:22][c:23]([NH2:31])[n:24][c:25]([C:27]([F:28])([F:29])[F:30])[cH:26]1.[ClH:32].[F:1][c:2]1[c:3]([NH:9][c:10]2[c:11]3[c:12]([n:13][cH:14][cH:15]2)[nH:16][cH:17][c:18]3[CH3:19])[cH:4][cH:5][c:6]([NH2:8])[cH:7]1.[Na+:34].[OH-:33].[OH2:35]>>[F:1][c:2]1[c:3]([NH:9][c:10]2[c:11]3[c:12]([n:13][cH:14][cH:15]2)[nH:16][cH:17][c:18]3[CH3:19])[cH:4][cH:5][c:6]([NH:8][c:21]2[n:22][c:23]([NH2:31])[n:24][c:25]([C:27]([F:28])([F:29])[F:30])[cH:26]2)[cH:7]1. Starting materials: COC=1C=CC2=C(CCN(C(N2)=O)C2CCN(CC2)C(=O)O[C@H](CC2=CC(=C(C(=C2)C(F)(F)F)N)Cl)C(=O)O)C1 ((R)-2-(4-amino-3-chloro-5-trifluoromethyl-phenyl)-1-carboxy-ethyl 4-(7-methoxy-2-oxo-1,2,4,5-tetrahydro-1,3-benzodiazepin-3-yl)-piperidine-1-carboxylate), C(C)OC(CN1CCN(CC1)C1CCNCC1)=O (ethyl(4-piperidin-4-yl-piperazin-1-yl)-acetate). The product is COC=1C=CC2=C(CCN(C(N2)=O)C2CCN(CC2)C(=O)O[C@@H](C(=O)N2CCC(CC2)N2CCN(CC2)CC(=O)OCC)CC2=CC(=C(C(=C2)C(F)(F)F)N)Cl)C1 ((R)-1-(4-amino-3-chloro-5-trifluoromethyl-benzyl)-2-[4-(4-ethoxycarbonylmethyl-piperazin-1-yl)-piperidin-1-yl]-2-oxo-ethyl 4-(7-methoxy-2-oxo-1,2,4,5-tetrahydro-1,3-benzodiazepin-3-yl)-piperidine-1-carboxylate). RXN SMILES: [CH3:1][O:2][C:3]1[CH:4]=[CH:5][C:6]2[NH:12][C:11](=[O:13])[N:10]([CH:14]3[CH2:19][CH2:18][N:17]([C:20]([O:22][C@@H:23]([C:37]([OH:39])=O)[CH2:24][C:25]4[CH:30]=[C:29]([C:31]([F:34])([F:33])[F:32])[C:28]([NH2:35])=[C:27]([Cl:36])[CH:26]=4)=[O:21])[CH2:16][CH2:15]3)[CH2:9][CH2:8][C:7]=2[CH:40]=1.[CH2:41]([O:43][C:44](=[O:58])[CH2:45][N:46]1[CH2:51][CH2:50][N:49]([CH:52]2[CH2:57][CH2:56][NH:55][CH2:54][CH2:53]2)[CH2:48][CH2:47]1)[CH3:42]>>[CH3:1][O:2][C:3]1[CH:4]=[CH:5][C:6]2[NH:12][C:11](=[O:13])[N:10]([CH:14]3[CH2:15][CH2:16][N:17]([C:20]([O:22][C@H:23]([CH2:24][C:25]4[CH:30]=[C:29]([C:31]([F:32])([F:33])[F:34])[C:28]([NH2:35])=[C:27]([Cl:36])[CH:26]=4)[C:37]([N:55]4[CH2:56][CH2:57][CH:52]([N:49]5[CH2:50][CH2:51][N:46]([CH2:45][C:44]([O:43][CH2:41][CH3:42])=[O:58])[CH2:47][CH2:48]5)[CH2:53][CH2:54]4)=[O:39])=[O:21])[CH2:18][CH2:19]3)[CH2:9][CH2:8][C:7]=2[CH:40]=1. Procedure details: Prepared analogously to Example 9 from 100 mg (0.17 mmol) (R)-2-(4-amino-3-chloro-5-trifluoromethyl-phenyl)-1-carboxy-ethyl 4-(7-methoxy-2-oxo-1,2,4,5-tetrahydro-1,3-benzodiazepin-3-yl)-piperidine-1-carboxylate and 49 mg (0.19 mmol) ethyl(4-piperidin-4-yl-piperazin-1-yl)-acetate. The reactants are CCN(CC)CCOc1ccc(NC2=NN(c3ccccc3)CC2)cc1, C1CCOC1, O=C=Nc1ccccc1. Yields the product CCN(CC)CCOc1ccc(N(C(=O)Nc2ccccc2)C2=NN(c3ccccc3)CC2)cc1. As a reaction SMILES: [CH2:10]([CH3:11])[N:12]([CH2:13][CH2:14][O:15][c:16]1[cH:17][cH:18][c:19]([NH:22][C:23]2=[N:24][N:25]([c:28]3[cH:29][cH:30][cH:31][cH:32][cH:33]3)[CH2:26][CH2:27]2)[cH:20][cH:21]1)[CH2:34][CH3:35].[O:36]1[CH2:37][CH2:38][CH2:39][CH2:40]1.[c:1]1([N:7]=[C:8]=[O:9])[cH:2][cH:3][cH:4][cH:5][cH:6]1>>[c:1]1([NH:7][C:8](=[O:9])[N:22]([c:19]2[cH:18][cH:17][c:16]([O:15][CH2:14][CH2:13][N:12]([CH2:10][CH3:11])[CH2:34][CH3:35])[cH:21][cH:20]2)[C:23]2=[N:24][N:25]([c:28]3[cH:29][cH:30][cH:31][cH:32][cH:33]3)[CH2:26][CH2:27]2)[cH:2][cH:3][cH:4][cH:5][cH:6]1. Starting materials: OCC(C(=O)O)(C)C (β-hydroxy pivalic acid), NC(C(=O)OCC)C(=O)OCC (diethyl aminomalonate). Yields the product OCC(C(=O)NC(C(=O)OCC)C(=O)OCC)(C)C (Diethyl N(β-hydroxypivaloyl)aminomalonate). The yield is 88.0%. As a reaction SMILES: [OH:1][CH2:2][C:3]([CH3:8])([CH3:7])[C:4]([OH:6])=O.[NH2:9][CH:10]([C:16]([O:18][CH2:19][CH3:20])=[O:17])[C:11]([O:13][CH2:14][CH3:15])=[O:12]>>[OH:1][CH2:2][C:3]([CH3:8])([CH3:7])[C:4]([NH:9][CH:10]([C:11]([O:13][CH2:14][CH3:15])=[O:12])[C:16]([O:18][CH2:19][CH3:20])=[O:17])=[O:6]. Procedure: Diethyl N(β-hydroxypivaloyl)aminomalonate was prepared (method B) from β-hydroxy pivalic acid and diethyl aminomalonate in 88% yield. The compound was isolated as an oil. NMR 1.13-1.3 (12H, m), 3.5 (2H, br s), 4.16-4.4 (4H, q), 5.1-5.16 (1H, d), 7.6-7.7 (1H, d). Starting materials: O.NN (hydrazine hydrate), C(#N)C(C(=O)N)=C(SC)SC (2-cyano-3,3-bis(methylthio)acrylamide), amide, C(C)C=1C=C(N)C=CC1 (3-Ethylaniline). The solvent is CCO (EtOH). Reaction conditions: temperature 75 celsius. The product is NC1=C(C(=NN1)NC1=CC(=CC=C1)CC)C(=O)N (5-amino-3-((3-ethylphenyl)amino)-1H-pyrazole-4-carboxamide). Reaction SMILES: [C:1]([C:3](=[C:7](SC)SC)[C:4]([NH2:6])=[O:5])#[N:2].[CH2:12]([C:14]1[CH:15]=[C:16]([CH:18]=[CH:19][CH:20]=1)[NH2:17])[CH3:13].O.[NH2:22][NH2:23]>CCO>[NH2:2][C:1]1[NH:23][N:22]=[C:7]([NH:17][C:16]2[CH:18]=[CH:19][CH:20]=[C:14]([CH2:12][CH3:13])[CH:15]=2)[C:3]=1[C:4]([NH2:6])=[O:5] |f:2.3|. Reported procedure: Dissolved 0.500 g 2-cyano-3,3-bis(methylthio)acrylamide in 15 mL EtOH and added 3-Ethylaniline (1.0 eq.). Stirred reaction at 75° C. until starting amide was absent by HPLC. Once complete (18 hrs), reaction was brought to room temperature and filtered to obtain a light yellow powder as product. Product was allowed to dry under vacuum for 1 hr. Product was then suspended in 10 mL EtOH and hydrazine hydrate (1 eq.) was added dropwise. Reaction was heated at 75° C. until intermediate was absent (HP... The reactants are FC(C1=C2C=CNC2=CC=C1C#N)(F)F (4-(trifluoromethyl)-1H-indole-5-carbonitrile), ClCC1=NOC(=N1)C1=CC=C(C=C1)OC (3-(chloromethyl)-5-[4-(methyloxy)phenyl]-1,2,4-oxadiazole). The product is COC1=CC=C(C=C1)C1=NC(=NO1)CN1C=CC2=C(C(=CC=C12)C#N)C(F)(F)F (1-({5-[4-(Methyloxy)phenyl]-1,2,4-oxadiazol-3-yl}methyl)-4-(trifluoromethyl)-1H-indole-5-carbonitrile). Reaction SMILES: [F:1][C:2]([F:15])([F:14])[C:3]1[C:11]([C:12]#[N:13])=[CH:10][CH:9]=[C:8]2[C:4]=1[CH:5]=[CH:6][NH:7]2.Cl[CH2:17][C:18]1[N:22]=[C:21]([C:23]2[CH:28]=[CH:27][C:26]([O:29][CH3:30])=[CH:25][CH:24]=2)[O:20][N:19]=1>>[CH3:30][O:29][C:26]1[CH:25]=[CH:24][C:23]([C:21]2[O:20][N:19]=[C:18]([CH2:17][N:7]3[C:8]4[C:4](=[C:3]([C:2]([F:14])([F:1])[F:15])[C:11]([C:12]#[N:13])=[CH:10][CH:9]=4)[CH:5]=[CH:6]3)[N:22]=2)=[CH:28][CH:27]=1. Procedure: Synthesized as described in Example 23 using 4-(trifluoromethyl)-1H-indole-5-carbonitrile and 3-(chloromethyl)-5-[4-(methyloxy)phenyl]-1,2,4-oxadiazole: MS (ES) m/z 399 (M+1).